Dataset: the Open Reaction Database (ORD), a public repository of structured organic reaction records. Task: describe an organic reaction: reactants, conditions, products, and yield The reactants are CC1=C(C=NC=C1)N1C(NCC1)=O (1-(4-methyl-pyridin-3-yl)-imidazolidin-2-one), BrC=1C2=C(SC1)C=CC=C2 (3-bromo-benzo[b]thiophene), N[C@H]1[C@@H](CCCC1)N (trans-1,2-diamino cyclohexane), P(=O)([O-])([O-])[O-].[K+].[K+].[K+] (potassium phosphate). The reagents and catalysts are [Cu](I)I (copper iodide). The solvent is O1CCOCC1 (1,4-dioxane). Yields the product S1C2=C(C(=C1)N1C(N(CC1)C=1C=NC=CC1C)=O)C=CC=C2 (1-Benzo[b]thiophen-3-yl-3-(4-methyl-pyridin-3-yl)-imidazolidin-2-one). Yield: 36.3%. Reaction SMILES: [CH3:1][C:2]1[CH:7]=[CH:6][N:5]=[CH:4][C:3]=1[N:8]1[CH2:12][CH2:11][NH:10][C:9]1=[O:13].Br[C:15]1[C:16]2[CH:23]=[CH:22][CH:21]=[CH:20][C:17]=2[S:18][CH:19]=1.N[C@@H]1CCCC[C@H]1N.P([O-])([O-])([O-])=O.[K+].[K+].[K+]>[Cu](I)I.O1CCOCC1>[S:18]1[CH:19]=[C:15]([N:10]2[CH2:11][CH2:12][N:8]([C:3]3[CH:4]=[N:5][CH:6]=[CH:7][C:2]=3[CH3:1])[C:9]2=[O:13])[C:16]2[CH:23]=[CH:22][CH:21]=[CH:20][C:17]1=2 |f:3.4.5.6|. Procedure details: Using the same reaction conditions as in Example 14, 1-(4-methyl-pyridin-3-yl)-imidazolidin-2-one (I-14b: 150 mg, 0.8465 mmol) was reacted with 3-bromo-benzo[b]thiophene (216.3 mg, 1.0158 mmol), 1,4-dioxane (50 mL), copper iodide (10.7 mg, 0.0865 mmol), trans-1,2-diamino cyclohexane (29 mg, 0.2539 mmol) and potassium phosphate (449.1 mg, 2.1162 mmol) to afford the crude product. Purification by column chromatography on silica gel (2% MeOH in CHCl3) afforded 95 mg of the product (36.3% yield). Reactants: [Br-], O=C(Cl)c1ccccc1, O=C([O-])O, CC[Mg+], [Na+], c1ccccc1, Cc1ccc2c(c1)ncn2-c1ccc2[nH]ccc2c1. Product: Cc1ccc2c(c1)ncn2-c1ccc2[nH]cc(C(=O)c3ccccc3)c2c1. As a reaction SMILES: [Br-:20].[C:24]([c:25]1[cH:26][cH:27][cH:28][cH:29][cH:30]1)(=[O:31])[Cl:32].[C:33](=[O:34])([O-:35])[OH:36].[CH2:21]([Mg+:22])[CH3:23].[Na+:37].[cH:38]1[cH:39][cH:40][cH:41][cH:42][cH:43]1.[nH:1]1[cH:2][cH:3][c:4]2[cH:5][c:6](-[n:10]3[cH:11][n:12][c:13]4[c:14]3[cH:15][cH:16][c:17]([CH3:19])[cH:18]4)[cH:7][cH:8][c:9]12>>[nH:1]1[cH:2][c:3]([C:24]([c:25]2[cH:26][cH:27][cH:28][cH:29][cH:30]2)=[O:31])[c:4]2[cH:5][c:6](-[n:10]3[cH:11][n:12][c:13]4[c:14]3[cH:15][cH:16][c:17]([CH3:19])[cH:18]4)[cH:7][cH:8][c:9]12. Starting materials: COC(C(CCCCCl)Br)=O (2-bromo-6-chlorohexanoic acid methyl ester), [O-]C#N.[K+] (potassium cyanate), CO (methanol). The reagents and catalysts are [O-]C#N.CN(C(N(C)C)=[N+](C)C)C (hexamethyl guanidinium cyanate). Solvent: C(C)#N (acetonitrile). The product is COC(C(CCCCCl)(OC)N=C=O)=O (6-chloro-2-methoxy-carbonylaminohexanoic acid methyl ester). Yield: 61.4%. Reaction SMILES: [CH3:1][O:2][C:3](=[O:11])[CH:4](Br)[CH2:5][CH2:6][CH2:7][CH2:8][Cl:9].[O-:12][C:13]#[N:14].[K+].[CH3:16][OH:17]>C(#N)C.[O-]C#N.CN(C)C(=[N+](C)C)N(C)C>[CH3:1][O:2][C:3](=[O:11])[C:4]([N:14]=[C:13]=[O:12])([O:17][CH3:16])[CH2:5][CH2:6][CH2:7][CH2:8][Cl:9] |f:1.2,5.6|. Reported procedure: 12.78 grams of 2-bromo-6-chlorohexanoic acid methyl ester, 6.08 grams of potassium cyanate, 3.50 grams of methanol and 0.25 gram of hexamethyl guanidinium cyanate were heated in 70 ml of acetonitrile for 25 hours at 80° C. under strong stirring. The reaction mixture was worked up as described in Example 1. There were obtained 7.59 grams (60.7%) of 6-chloro-2-methoxy-carbonylaminohexanoic acid methyl ester which was saponified as in Example 14 to 2-amino-6-chlorohexanoic acid hydrochloride. The reactants are CS(=O)(=O)O, COC(=O)C(=O)c1ccc(O)cc1, CN(C)C=O, [H-], [Na+], OCCCCSc1ccc2ccccc2c1. Yields the product COC(=O)C(=O)c1ccc(OCCCCSc2ccc3ccccc3c2)cc1. Reaction SMILES: [CH3:16][S:17]([OH:18])(=[O:19])=[O:20].[CH3:1][O:2][C:3]([C:4]([c:5]1[cH:6][cH:7][c:8]([OH:11])[cH:9][cH:10]1)=[O:12])=[O:13].[CH3:37][N:38]([CH3:39])[CH:40]=[O:41].[H-:14].[Na+:15].[cH:21]1[c:22]([S:31][CH2:32][CH2:33][CH2:34][CH2:35][OH:36])[cH:23][cH:24][c:25]2[cH:26][cH:27][cH:28][cH:29][c:30]12>>[CH3:1][O:2][C:3]([C:4]([c:5]1[cH:6][cH:7][c:8]([O:11][CH2:35][CH2:34][CH2:33][CH2:32][S:31][c:22]2[cH:21][c:30]3[c:25]([cH:24][cH:23]2)[cH:26][cH:27][cH:28][cH:29]3)[cH:9][cH:10]1)=[O:12])=[O:13]. Starting materials: COc1ccc(-c2cc(CN=[N+]=[N-])ccc2OC)cc1, CCO. Yields the product COc1ccc(-c2cc(CN)ccc2OC)cc1. RXN SMILES: [CH3:1][O:2][c:3]1[c:4](-[c:13]2[cH:14][cH:15][c:16]([O:19][CH3:20])[cH:17][cH:18]2)[cH:5][c:6]([CH2:7][N:8]=[N+:9]=[N-:10])[cH:11][cH:12]1.[CH3:21][CH2:22][OH:23]>>[CH3:1][O:2][c:3]1[c:4](-[c:13]2[cH:14][cH:15][c:16]([O:19][CH3:20])[cH:17][cH:18]2)[cH:5][c:6]([CH2:7][NH2:8])[cH:11][cH:12]1. Reactants: CCCCCCNC(=O)Nc1ccc(S(=O)(=O)Nc2ccc(N3CCC(=O)CC3)cc2)cc1, Cl, NCC(O)c1cccc(Cl)c1. The product is CCCCCCNC(=O)Nc1ccc(S(=O)(=O)Nc2ccc(N3CCC(NCC(O)c4cccc(Cl)c4)CC3)cc2)cc1. As a reaction SMILES: [CH2:1]([CH2:2][CH2:3][CH2:4][CH2:5][CH3:6])[NH:7][C:8]([NH:9][c:10]1[cH:11][cH:12][c:13]([S:16](=[O:17])(=[O:18])[NH:19][c:20]2[cH:21][cH:22][c:23]([N:26]3[CH2:27][CH2:28][C:29](=[O:32])[CH2:30][CH2:31]3)[cH:24][cH:25]2)[cH:14][cH:15]1)=[O:33].[ClH:34].[NH2:35][CH2:36][CH:37]([OH:38])[c:39]1[cH:40][c:41]([Cl:45])[cH:42][cH:43][cH:44]1>>[CH2:1]([CH2:2][CH2:3][CH2:4][CH2:5][CH3:6])[NH:7][C:8]([NH:9][c:10]1[cH:11][cH:12][c:13]([S:16](=[O:17])(=[O:18])[NH:19][c:20]2[cH:21][cH:22][c:23]([N:26]3[CH2:27][CH2:28][CH:29]([NH:35][CH2:36][CH:37]([OH:38])[c:39]4[cH:40][c:41]([Cl:45])[cH:42][cH:43][cH:44]4)[CH2:30][CH2:31]3)[cH:24][cH:25]2)[cH:14][cH:15]1)=[O:33].